From a dataset of the Open Reaction Database (ORD), a public repository of structured organic reaction records. describe an organic reaction: reactants, conditions, products, and yield The reactants are CC(C)(C)O, CC(C)(C)c1cc(-c2nnc(S(C)(=O)=O)o2)cc(C(C)(C)C)c1O, CC(C)(C)[O-], Cl, N=C(N)N, [Na+], [Na]. Yields the product CC(C)(C)c1cc(-c2nnc(NC(=N)N)o2)cc(C(C)(C)C)c1O. Reaction SMILES: [C:37]([OH:38])([CH3:39])([CH3:40])[CH3:41].[CH3:13][C:14]([CH3:15])([CH3:16])[c:17]1[c:18]([OH:36])[c:19]([C:32]([CH3:33])([CH3:34])[CH3:35])[cH:20][c:21](-[c:23]2[o:24][c:25]([S:28]([CH3:29])(=[O:30])=[O:31])[n:26][n:27]2)[cH:22]1.[CH3:7][C:8]([CH3:9])([O-:10])[CH3:11].[ClH:2].[NH2:3][C:4](=[NH:5])[NH2:6].[Na+:12].[Na:1]>>[NH:3]=[C:4]([NH:5][c:25]1[o:24][c:23](-[c:21]2[cH:20][c:19]([C:32]([CH3:33])([CH3:34])[CH3:35])[c:18]([OH:36])[c:17]([C:14]([CH3:13])([CH3:15])[CH3:16])[cH:22]2)[n:27][n:26]1)[NH2:6]. Starting materials: CCCCCCCCCCCCCC(=O)Cl, CCCCCCCCCCCCCC(=O)N=C=S, CCCCCCCCCCCCCC(=O)O, COc1cc2nccc(Oc3ccc(N)cc3)c2cc1OC, CCO, Cc1ccccc1, O=S(Cl)Cl. The product is CCCCCCCCCCCCCC(=O)NC(=S)Nc1ccc(Oc2ccnc3cc(OC)c(OC)cc23)cc1. As a reaction SMILES: [C:21]([Cl:22])(=[O:23])[CH2:24][CH2:25][CH2:26][CH2:27][CH2:28][CH2:29][CH2:30][CH2:31][CH2:32][CH2:33][CH2:34][CH2:35][CH3:36].[C:37]([CH2:38][CH2:39][CH2:40][CH2:41][CH2:42][CH2:43][CH2:44][CH2:45][CH2:46][CH2:47][CH2:48][CH2:49][CH3:50])(=[O:51])[N:52]=[C:53]=[S:54].[C:5]([OH:6])(=[O:7])[CH2:8][CH2:9][CH2:10][CH2:11][CH2:12][CH2:13][CH2:14][CH2:15][CH2:16][CH2:17][CH2:18][CH2:19][CH3:20].[CH3:55][O:56][c:57]1[cH:58][c:59]2[c:60]([O:69][c:70]3[cH:71][cH:72][c:73]([NH2:74])[cH:75][cH:76]3)[cH:61][cH:62][n:63][c:64]2[cH:65][c:66]1[O:67][CH3:68].[CH3:77][CH2:78][OH:79].[CH3:80][c:81]1[cH:82][cH:83][cH:84][cH:85][cH:86]1.[S:1]([Cl:2])([Cl:3])=[O:4]>>[C:37]([CH2:38][CH2:39][CH2:40][CH2:41][CH2:42][CH2:43][CH2:44][CH2:45][CH2:46][CH2:47][CH2:48][CH2:49][CH3:50])(=[O:51])[NH:52][C:53](=[S:54])[NH:74][c:73]1[cH:72][cH:71][c:70]([O:69][c:60]2[c:59]3[cH:58][c:57]([O:56][CH3:55])[c:66]([O:67][CH3:68])[cH:65][c:64]3[n:63][cH:62][cH:61]2)[cH:76][cH:75]1. The reactants are [OH-].[Na+] (sodium hydroxide), Cl.O1NCCC1 (isooxazolidine hydrochloride), S(=O)(=O)(O)O.CSC(N)=N (2-methyl-2-thiopseudourea sulfate). The solvent is O (water). The product is S(=O)(=O)(O)O.C(N)(=N)N1OCCC1 (N-amidinoisooxazolidine sulfate). RXN SMILES: Cl.[O:2]1[CH2:6][CH2:5][CH2:4][NH:3]1.[OH-].[Na+].[S:9]([OH:13])([OH:12])(=[O:11])=[O:10].CS[C:16](=[NH:18])[NH2:17]>O>[S:9]([OH:13])([OH:12])(=[O:11])=[O:10].[C:16]([N:3]1[CH2:4][CH2:5][CH2:6][O:2]1)(=[NH:17])[NH2:18] |f:0.1,2.3,4.5,7.8|. Reported procedure: To 14.5 g. (0.13 mole) of isooxazolidine hydrochloride in water (100 ml.) is added 10.4 g. (0.13 mole) of fifty percent (w/w) aqueous sodium hydroxide and the mixture stirred for fifteen minutes. To this solution is added 18.1 g. (0.065 moles) of 2-methyl-2-thiopseudourea sulfate and the entire mixture stirred under a stream of nitrogen overnight. The mixture is refluxed for 11/2 hours, then filtered while still hot. The water is removed under vacuum to give a semi-solid residue which is tritura...